This data is from the Open Reaction Database (ORD), a public repository of structured organic reaction records. The task is: describe an organic reaction: reactants, conditions, products, and yield Reactants: CC(=O)[C@H]1CC[C@@H]2[C@@]1(C[C@H]([C@H]3[C@H]2CCC4=CC(=O)CC[C@]34C)O)C (11α-hydroxyprogesterone), C1(CCC(=O)O1)=O (succinic anhydride), Cl (hydrochloric acid). Run in N1=CC=CC=C1 (pyridine). Yields the product CC(=O)[C@H]1CC[C@@H]2[C@@]1(CC([C@H]3[C@H]2CCC4=CC(=O)CC[C@]34C)OC(=O)CCC(=O)O)C (11α-Hydroxyprogesterone Hemisuccinate). RXN SMILES: [CH3:1][C:2]([C@@H:4]1[C@@:8]2([CH3:24])[CH2:9][C@@H:10]([OH:23])[C@@H:11]3[C@:21]4([CH3:22])[C:15](=[CH:16][C:17]([CH2:19][CH2:20]4)=[O:18])[CH2:14][CH2:13][C@H:12]3[C@@H:7]2[CH2:6][CH2:5]1)=[O:3].[C:25]1(=[O:31])[O:30][C:28](=[O:29])[CH2:27][CH2:26]1.Cl>N1C=CC=CC=1>[CH3:1][C:2]([C@@H:4]1[C@@:8]2([CH3:24])[CH2:9][CH:10]([O:23][C:25]([CH2:26][CH2:27][C:28]([OH:30])=[O:29])=[O:31])[C@@H:11]3[C@:21]4([CH3:22])[C:15](=[CH:16][C:17]([CH2:19][CH2:20]4)=[O:18])[CH2:14][CH2:13][C@H:12]3[C@@H:7]2[CH2:6][CH2:5]1)=[O:3]. Reported procedure: According to the general principles outlined by Erlanger et al. (Method in Immunology and Immunochemistry Vol. I, p. 148, Ed. C. A. Williams and M. W. Chase. Academic Press N.Y., 1967), and by Buzby et al. (J. Med. Chem. 10:199, 1967), a solution of 11α-hydroxyprogesterone (10 g) (Sigma Chem. Co., St. Louis, MO) and of succinic anhydride (10 g) in dry pyridine (100 ml) was prepared and refluxed under nitrogen atmosphere for 20 hours. The cooled reaction mixture was poured into cold aqueous hydro... The reactants are BrC1=CC=C(C=C1)OCCCCCCBr (1-Bromo-4-[(6-bromohexyl)oxy] benzene), CC=1N=C(SC1)N1C(NCC1)=O (1-(4-methyl-1,3-thiazol-2-yl)-2-imidazolidinone), [H-].[Na+] (NaH). Run in CN(C=O)C (dimethylformamide). Run at time 30 minute. Yields the product BrC1=CC=C(OCCCCCCN2C(N(CC2)C=2SC=C(N2)C)=O)C=C1 (1-[6-(4-bromophenoxy)hexyl]-3-(4-methyl-1,3-thiazol-2-yl)-2-imidazolidinone), oil. Isolated yield 74.0%. As a reaction SMILES: [CH3:1][C:2]1[N:3]=[C:4]([N:7]2[CH2:11][CH2:10][NH:9][C:8]2=[O:12])[S:5][CH:6]=1.[H-].[Na+].[Br:15][C:16]1[CH:21]=[CH:20][C:19]([O:22][CH2:23][CH2:24][CH2:25][CH2:26][CH2:27][CH2:28]Br)=[CH:18][CH:17]=1>CN(C)C=O>[Br:15][C:16]1[CH:21]=[CH:20][C:19]([O:22][CH2:23][CH2:24][CH2:25][CH2:26][CH2:27][CH2:28][N:9]2[CH2:10][CH2:11][N:7]([C:4]3[S:5][CH:6]=[C:2]([CH3:1])[N:3]=3)[C:8]2=[O:12])=[CH:18][CH:17]=1 |f:1.2|. Reported procedure: To a suspension of 1-(4-methyl-1,3-thiazol-2-yl)-2-imidazolidinone (0.11 g, 0.61 mmol) dissolved in 10 mL of dimethylformamide at 0° C. was added NaH (60% dispersion in mineral oil, 36.6 mg, 0.92 mmol). The mixture was stirred at room temperature for 30 minutes and then cooled in ice bath. 1-Bromo-4-[(6-bromohexyl)oxy] benzene (0.21 g, 0.61 mmol) was added, and the mixture was stirred at room temperature for additional 4 hours. The reaction was quenched with methanol, and the solvents were remov... The reactants are BrBr (Bromine), CN(CCOC1=CC=C(C=C1)C(C)=O)C (4′-[2-(dimethylamino)ethoxy]acetophenone), O (water). Solvent: C(C)(=O)O (acetic acid). Run at temperature 24 celsius, time 3 hour. Product: BrCC(=O)C1=CC=C(C=C1)OCCN(C)C (2-bromo-4′-[2-(dimethylamino)ethoxy]acetophenone). Yield: 33.8%. As a reaction SMILES: [Br:1]Br.[CH3:3][N:4]([CH3:17])[CH2:5][CH2:6][O:7][C:8]1[CH:13]=[CH:12][C:11]([C:14](=[O:16])[CH3:15])=[CH:10][CH:9]=1.O>C(O)(=O)C>[Br:1][CH2:15][C:14]([C:11]1[CH:10]=[CH:9][C:8]([O:7][CH2:6][CH2:5][N:4]([CH3:3])[CH3:17])=[CH:13][CH:12]=1)=[O:16]. Reported procedure: 2-(Dimethylamino)ethyl chloride hydrochloride (3.49 g, 23.2 mmol, 1.1 eq.) was added to a solution of 4′-hydroxyacetophenone (3.00 g, 22.0 mmol, 1 eq.) in acetone (100 mL), followed by the addition of potassium carbonate (9.12 g, 66.0 mmol, 3 eq.). The reaction mixture was heated under reflux overnight, cooled, and filtered; and the filtrate was concentrated and water (50 mL) was added, forming a cloudy solution. Hydrochloric acid (0.1N, 20 mL) was added, and the resulting clear solution was ext... Reactants: CC(=CBr)c1ccc(Cl)c(Cl)c1, Cc1ccc2[nH]c3c(c2c1)CCN(C)CC3, [Cu]I, [K+], [K+], [K+], CN(C)C=O, O=C(O)C1CCCN1, O=P([O-])([O-])[O-]. Product: CC(=Cn1c2c(c3cc(C)ccc31)CCN(C)CC2)c1ccc(Cl)c(Cl)c1. RXN SMILES: [Br:33][CH:34]=[C:35]([CH3:36])[c:37]1[cH:38][c:39]([Cl:44])[c:40]([Cl:43])[cH:41][cH:42]1.[CH3:1][N:2]1[CH2:3][CH2:4][c:5]2[nH:6][c:7]3[cH:8][cH:9][c:10]([CH3:16])[cH:11][c:12]3[c:13]2[CH2:14][CH2:15]1.[Cu:50][I:51].[K+:30].[K+:31].[K+:32].[O:45]=[CH:46][N:47]([CH3:48])[CH3:49].[OH:17][C:18]([CH:19]1[NH:20][CH2:21][CH2:22][CH2:23]1)=[O:24].[P:25]([O-:26])([O-:27])([O-:28])=[O:29]>>[CH3:1][N:2]1[CH2:3][CH2:4][c:5]2[n:6]([CH:34]=[C:35]([CH3:36])[c:37]3[cH:38][c:39]([Cl:44])[c:40]([Cl:43])[cH:41][cH:42]3)[c:7]3[cH:8][cH:9][c:10]([CH3:16])[cH:11][c:12]3[c:13]2[CH2:14][CH2:15]1. Starting materials: N#CC1(c2ccccc2)CCNCC1, Cl, [Na+], [OH-], O, O=S(=O)(O)O. The product is O=C(O)C1(c2ccccc2)CCNCC1. Reaction SMILES: [C:2](#[N:3])[C:4]1([c:10]2[cH:11][cH:12][cH:13][cH:14][cH:15]2)[CH2:5][CH2:6][NH:7][CH2:8][CH2:9]1.[ClH:1].[Na+:17].[OH-:16].[OH2:23].[S:18]([OH:19])(=[O:20])(=[O:21])[OH:22]>>[C:2]([C:4]1([c:10]2[cH:11][cH:12][cH:13][cH:14][cH:15]2)[CH2:5][CH2:6][NH:7][CH2:8][CH2:9]1)(=[O:16])[OH:19]. Reactants: C(CCC)[Li] (n-butyl lithium), Na2S2O5, II (iodine), C1(=CC=CC=C1)SC=1C2=C(SC1)C=C1C=CC=CC1=C2 (3-(phenylsulfenyl)naphtho[2,3-b]thiophene). The solvent is C1CCOC1 (THF). Conditions: time 1 hour. Yields the product C1(=CC=CC=C1)SC=1C2=C(SC1I)C=C1C=CC=CC1=C2 (3-(phenylsulfenyl)-2-iodonaphtho[2,3-b]thiophene). Yield: 60.0%. RXN SMILES: C([Li])CCC.[C:6]1([S:12][C:13]2[C:14]3[CH:25]=[C:24]4[C:19]([CH:20]=[CH:21][CH:22]=[CH:23]4)=[CH:18][C:15]=3[S:16][CH:17]=2)[CH:11]=[CH:10][CH:9]=[CH:8][CH:7]=1.[I:26]I>C1COCC1>[C:6]1([S:12][C:13]2[C:14]3[CH:25]=[C:24]4[C:19]([CH:20]=[CH:21][CH:22]=[CH:23]4)=[CH:18][C:15]=3[S:16][C:17]=2[I:26])[CH:11]=[CH:10][CH:9]=[CH:8][CH:7]=1. Reported procedure: Under nitrogen atmosphere, n-butyl lithium (1.63 M (solvent: hexane), 0.46 ml, 0.75 mmol) was dripped into a THF solution (5 ml) of 3-(phenylsulfenyl)naphtho[2,3-b]thiophene (146 mg, 0.5 mmol) at 0° C. After the mixture was stirred for 1 hour at room temperature, iodine (190 mg, 0.75 mmol) was added thereto at 0° C. and the mixture was stirred for further 6 hours at room temperature. Subsequently an aqueous solution of Na2S2O5 was added thereto, and the mixture was extracted with CH2Cl2 (50 ml×3... The solvent is [OH-].[Na+] (sodium hydroxide). Yields the product OC1=C(C(OC(C1)(C1=CC=CC=C1)CCC(C)C)=O)SC1=C(C(=O)O)C=CC=C1 (2-[[5,6-Dihydro-4-hydroxy-6-(3-methylbutyl)-2-oxo-6-phenyl-2H-pyran-3-yl]thio]benzoic acid). Starting materials: OC1=C(C(OC(C1)(C1=CC=CC=C1)CCC(C)C)=O)SC1=C(C(=O)OC)C=CC=C1 (Methyl 2-[[5,6-dihydro-4-hydroxy-6-(3-methylbutyl)-2-oxo-6-phenyl-2H-pyran-3-yl]thio]benzoate). Procedure details: A solution of 0.3 mmol of the compound prepared in Example 77 in 15 mL of 1N sodium hydroxide was stirred at room temperature for 3 hours. The solution was washed with ether and then acidified to pH 2.0 with 6N hydrochloric acid. The solution was extracted with ethyl acetate, and the extract was washed with brine, dried over magnesium sulfate, and concentrated to give the title compound (m.p. 99°-101° C.). 1H NMR (DMSO-d6) δ 0.80 (m, 6 H), 0.95 (m, 1 H), 1.15 (m, 1 H), 1.43 (m, 1 H), 1.91 (m, 2 ... Reaction SMILES: [OH:1][C:2]1[CH2:7][C:6]([CH2:14][CH2:15][CH:16]([CH3:18])[CH3:17])([C:8]2[CH:13]=[CH:12][CH:11]=[CH:10][CH:9]=2)[O:5][C:4](=[O:19])[C:3]=1[S:20][C:21]1[CH:30]=[CH:29][CH:28]=[CH:27][C:22]=1[C:23]([O:25]C)=[O:24]>[OH-].[Na+]>[OH:1][C:2]1[CH2:7][C:6]([CH2:14][CH2:15][CH:16]([CH3:18])[CH3:17])([C:8]2[CH:13]=[CH:12][CH:11]=[CH:10][CH:9]=2)[O:5][C:4](=[O:19])[C:3]=1[S:20][C:21]1[CH:30]=[CH:29][CH:28]=[CH:27][C:22]=1[C:23]([OH:25])=[O:24] |f:1.2|.